This data is from the Open Reaction Database (ORD), a public repository of structured organic reaction records. The task is: describe an organic reaction: reactants, conditions, products, and yield Reactants: C1CCOC1, COC(=O)c1cc(Cc2ccccc2)ccc1NC(=O)COCC(=O)N1CCN(C(c2ccccc2)c2ccccc2)CC1, [Na+], [OH-]. The product is O=C(COCC(=O)N1CCN(C(c2ccccc2)c2ccccc2)CC1)Nc1ccc(Cc2ccccc2)cc1C(=O)[O-], [Na+]. As a reaction SMILES: [CH2:47]1[O:48][CH2:49][CH2:50][CH2:51]1.[CH:1]([c:2]1[cH:3][cH:4][cH:5][cH:6][cH:7]1)([c:8]1[cH:9][cH:10][cH:11][cH:12][cH:13]1)[N:14]1[CH2:15][CH2:16][N:17]([C:20]([CH2:21][O:22][CH2:23][C:24](=[O:25])[NH:26][c:27]2[c:28]([C:29](=[O:30])[O:31][CH3:32])[cH:33][c:34]([CH2:37][c:38]3[cH:39][cH:40][cH:41][cH:42][cH:43]3)[cH:35][cH:36]2)=[O:44])[CH2:18][CH2:19]1.[Na+:46].[OH-:45]>>[CH:1]([c:2]1[cH:3][cH:4][cH:5][cH:6][cH:7]1)([c:8]1[cH:9][cH:10][cH:11][cH:12][cH:13]1)[N:14]1[CH2:15][CH2:16][N:17]([C:20]([CH2:21][O:22][CH2:23][C:24](=[O:25])[NH:26][c:27]2[c:28]([C:29](=[O:30])[O-:31])[cH:33][c:34]([CH2:37][c:38]3[cH:39][cH:40][cH:41][cH:42][cH:43]3)[cH:35][cH:36]2)=[O:44])[CH2:18][CH2:19]1.[Na+:46].